Dataset: the Open Reaction Database (ORD), a public repository of structured organic reaction records. Task: describe an organic reaction: reactants, conditions, products, and yield The reactants are FC1=CC=C(C=C1)C(=O)C1CCNCC1 (4-Fluorophenyl piperidin-4-yl methanone), C(=O)O (formic acid), C=O (formaldehyde), [OH-].[K+] (potassium hydroxide). Run in O (water). Reaction conditions: temperature 57.5 celsius, time 3 hour. Yields the product FC1=CC=C(C=C1)C(=O)C1CCN(CC1)C (4-Fluorophenyl-1-methylpiperidin-4-yl methanone). Yield: 98.0%. Reaction SMILES: [F:1][C:2]1[CH:7]=[CH:6][C:5]([C:8]([CH:10]2[CH2:15][CH2:14][NH:13][CH2:12][CH2:11]2)=[O:9])=[CH:4][CH:3]=1.[CH:16](O)=O.C=O.[OH-].[K+]>O>[F:1][C:2]1[CH:7]=[CH:6][C:5]([C:8]([CH:10]2[CH2:15][CH2:14][N:13]([CH3:16])[CH2:12][CH2:11]2)=[O:9])=[CH:4][CH:3]=1 |f:3.4|. Procedure details: 4-Fluorophenyl piperidin-4-yl methanone 1.79 g (8.66 mmol) was added to formic acid (1.5 ml) and formaldehyde 1.05 ml and the reaction mixture was stirred at 55-60° C. for 3 hours. After cooled down, water was added, basified with potassium hydroxide pellets to pH>10 and extracted with ethyl ether 3×50 ml. The combined organic solution was dried over sodium sulfate and concentrated to give 1.88 g of desired product in 98% yield. Starting materials: FC1=C(C=CC(=C1)F)/C=C/C1=CC=C(C=C1)S(=O)(=O)C1=CC=C(C(=O)O)C=C1 (4-({4-[(E)-2-(2,4-difluorophenyl)vinyl]phenyl}sulfonyl)benzoic acid), C(=O)(N1C=NC=C1)N1C=NC=C1 (1,1′-carbonyldiimidazole), Cl.CN (methylamine hydrochloride). Run in CN1C(CCC1)=O (1-methyl-2-pyrrolidinone). Run at time 30 minute. Yields the product FC1=C(C=CC(=C1)F)/C=C/C1=CC=C(C=C1)S(=O)(=O)C1=CC=C(C(=O)NC)C=C1 (4-({4-[(E)-2-(2,4-difluorophenyl)vinyl]phenyl}sulfonyl)-N-methylbenzamide). RXN SMILES: [F:1][C:2]1[CH:7]=[C:6]([F:8])[CH:5]=[CH:4][C:3]=1/[CH:9]=[CH:10]/[C:11]1[CH:16]=[CH:15][C:14]([S:17]([C:20]2[CH:28]=[CH:27][C:23]([C:24](O)=[O:25])=[CH:22][CH:21]=2)(=[O:19])=[O:18])=[CH:13][CH:12]=1.[C:29](N1C=CN=C1)([N:31]1C=CN=C1)=O.Cl.CN>CN1CCCC1=O>[F:1][C:2]1[CH:7]=[C:6]([F:8])[CH:5]=[CH:4][C:3]=1/[CH:9]=[CH:10]/[C:11]1[CH:16]=[CH:15][C:14]([S:17]([C:20]2[CH:28]=[CH:27][C:23]([C:24]([NH:31][CH3:29])=[O:25])=[CH:22][CH:21]=2)(=[O:19])=[O:18])=[CH:13][CH:12]=1 |f:2.3|. Reported procedure: To a solution of 4-({4-[(E)-2-(2,4-difluorophenyl)vinyl]phenyl}sulfonyl)benzoic acid (Example 69, 40 mg, 0.1 mmol) in 1-methyl-2-pyrrolidinone (0.3 mL) was added 1,1′-carbonyldiimidazole (19.5 mg, 0.12 mmol). After stirring for 30 minutes, methylamine hydrochloride (8.1 mg, 0.12 mmol) was added and the reaction stirred for 4 hours. The mixture was partitioned between water and ethyl acetate. The organic layer was washed with brine, dried over MgSO4 and concentrated in vacuo. The residue was puri... Reactants: O=C([O-])O, COCc1nc2c(c(=O)[nH]1)CCN(Cc1ccccc1)C2, CN(C)c1ccccc1, ClCCCl, [Na+], O=P(Cl)(Cl)Cl. Yields the product COCc1nc(Cl)c2c(n1)CN(Cc1ccccc1)CC2. RXN SMILES: [C:36](=[O:37])([OH:38])[O-:39].[CH2:1]([c:2]1[cH:3][cH:4][cH:5][cH:6][cH:7]1)[N:8]1[CH2:9][c:10]2[n:11][c:12]([CH2:19][O:20][CH3:21])[nH:13][c:14](=[O:18])[c:15]2[CH2:16][CH2:17]1.[CH3:27][N:28]([c:29]1[cH:30][cH:31][cH:32][cH:33][cH:34]1)[CH3:35].[Cl:41][CH2:42][CH2:43][Cl:44].[Na+:40].[P:22]([Cl:23])([Cl:24])([Cl:25])=[O:26]>>[CH2:1]([c:2]1[cH:3][cH:4][cH:5][cH:6][cH:7]1)[N:8]1[CH2:9][c:10]2[n:11][c:12]([CH2:19][O:20][CH3:21])[n:13][c:14]([Cl:24])[c:15]2[CH2:16][CH2:17]1. Starting materials: C, CO, CCOC(=O)C(=NOCCN=[N+]=[N-])c1csc(NC(c2ccccc2)(c2ccccc2)c2ccccc2)n1, [Pd]. RXN SMILES: [C:41].[CH3:39][OH:40].[N:1](=[N+:2]=[N-:3])[CH2:4][CH2:5][O:6][N:7]=[C:8]([C:9](=[O:10])[O:11][CH2:12][CH3:13])[c:14]1[n:15][c:16]([NH:19][C:20]([c:21]2[cH:22][cH:23][cH:24][cH:25][cH:26]2)([c:27]2[cH:28][cH:29][cH:30][cH:31][cH:32]2)[c:33]2[cH:34][cH:35][cH:36][cH:37][cH:38]2)[s:17][cH:18]1.[Pd:42]>>[NH2:1][CH2:4][CH2:5][O:6][N:7]=[C:8]([C:9](=[O:10])[O:11][CH2:12][CH3:13])[c:14]1[n:15][c:16]([NH:19][C:20]([c:21]2[cH:22][cH:23][cH:24][cH:25][cH:26]2)([c:27]2[cH:28][cH:29][cH:30][cH:31][cH:32]2)[c:33]2[cH:34][cH:35][cH:36][cH:37][cH:38]2)[s:17][cH:18]1. The product is CCOC(=O)C(=NOCCN)c1csc(NC(c2ccccc2)(c2ccccc2)c2ccccc2)n1. Reactants: COCCCN1CCOc2ccc(COC3CN(S(=O)(=O)c4ccc(C)cc4)C(CC(C)(C)O)CC3c3ccc(OC)cc3)cc21, CN(C)C(=O)Cl, [KH], C1CCOC1, O. Yields the product COCCCN1CCOc2ccc(COC3CN(S(=O)(=O)c4ccc(C)cc4)C(CC(C)(C)OC(=O)N(C)C)CC3c3ccc(OC)cc3)cc21. RXN SMILES: [CH3:1][O:2][c:3]1[cH:4][cH:5][c:6]([CH:9]2[CH2:10][CH:11]([CH2:42][C:43]([CH3:44])([OH:45])[CH3:46])[N:12]([S:32](=[O:33])(=[O:34])[c:35]3[cH:36][cH:37][c:38]([CH3:41])[cH:39][cH:40]3)[CH2:13][CH:14]2[O:15][CH2:16][c:17]2[cH:18][cH:19][c:20]3[c:21]([cH:31]2)[N:22]([CH2:26][CH2:27][CH2:28][O:29][CH3:30])[CH2:23][CH2:24][O:25]3)[cH:7][cH:8]1.[CH3:48][N:49]([C:50](=[O:51])[Cl:52])[CH3:53].[KH:47].[O:55]1[CH2:56][CH2:57][CH2:58][CH2:59]1.[OH2:54]>>[CH3:1][O:2][c:3]1[cH:4][cH:5][c:6]([CH:9]2[CH2:10][CH:11]([CH2:42][C:43]([CH3:44])([O:45][C:50]([N:49]([CH3:48])[CH3:53])=[O:51])[CH3:46])[N:12]([S:32](=[O:33])(=[O:34])[c:35]3[cH:36][cH:37][c:38]([CH3:41])[cH:39][cH:40]3)[CH2:13][CH:14]2[O:15][CH2:16][c:17]2[cH:18][cH:19][c:20]3[c:21]([cH:31]2)[N:22]([CH2:26][CH2:27][CH2:28][O:29][CH3:30])[CH2:23][CH2:24][O:25]3)[cH:7][cH:8]1. The reactants are BrC1=CC=C(N)C=C1 (4-bromoaniline), C(CC)OC=1C=C(C=CC1)B(O)O (3-propoxyphenylboronic acid). Product: C(CC)OC=1C=C(C=CC1)C1=CC=C(C=C1)N (3′-propoxybiphenyl-4-amine). Isolated yield 72.5%. RXN SMILES: Br[C:2]1[CH:8]=[CH:7][C:5]([NH2:6])=[CH:4][CH:3]=1.[CH2:9]([O:12][C:13]1[CH:14]=[C:15](B(O)O)[CH:16]=[CH:17][CH:18]=1)[CH2:10][CH3:11]>>[CH2:9]([O:12][C:13]1[CH:18]=[C:17]([C:2]2[CH:8]=[CH:7][C:5]([NH2:6])=[CH:4][CH:3]=2)[CH:16]=[CH:15][CH:14]=1)[CH2:10][CH3:11]. Procedure: The title compound (280 mg) was prepared from 4-bromoaniline (300 mg, 1.7 mmol) and 3-propoxyphenylboronic acid (408 mg, 2.3 mmol) as a colourless liquid.